Dataset: the Open Reaction Database (ORD), a public repository of structured organic reaction records. Task: describe an organic reaction: reactants, conditions, products, and yield The reactants are C1(=CC=CC=C1O)C (o-cresol), CO (methanol), [Sn]=O (tin oxide). The reagents and catalysts are [O-2].[Fe+2] (iron oxide), [O-2].[Cr+3].[O-2].[O-2].[Cr+3] (chromium oxide), [O-2].[Mn+2] (manganese oxide). Run in O (water). Product: C=1(C(=CC=CC1C)C)O (2,6-xylenol). RXN SMILES: [C:1]1([CH3:8])[C:6]([OH:7])=[CH:5][CH:4]=[CH:3][CH:2]=1.[CH3:9]O.[Sn]=O>[O-2].[Fe+2].[O-2].[Cr+3].[O-2].[O-2].[Cr+3].[O-2].[Mn+2].O>[C:6]1([OH:7])[C:5]([CH3:9])=[CH:4][CH:3]=[CH:2][C:1]=1[CH3:8] |f:3.4,5.6.7.8.9,10.11|. Procedure: o-cresol, methanol and water in a molar ratio of 1:2,5:2,5 were reacted as described in Example 1. The catalyst contained iron oxide, tin oxide, chromium oxide and manganese oxide in a molar ratio of 100:2:1:1. After working up, 2,6-xylenol was obtained with a selectivity of 98,7%. Starting materials: [H][H] (hydrogen), C(C1=CC=CC=C1)N(CC1=CC=CC=C1)CC1OC2=CC=CC=C2C(=C1)C1=CC=CC=C1 (2-(N,N-dibenzylaminomethyl)-4-phenyl-3-chromene), 651b. Reagents/catalysts: [Pd] (palladium on carbon). Run in C(C)(=O)O (acetic acid). The product is NCC1OC2=CC=CC=C2C(C1)C1=CC=CC=C1 (2-Aminomethyl-4-phenylchroman), hydrobromide salt. Reaction SMILES: C([N:8]([CH2:16][CH:17]1[CH:26]=[C:25]([C:27]2[CH:32]=[CH:31][CH:30]=[CH:29][CH:28]=2)[C:24]2[C:19](=[CH:20][CH:21]=[CH:22][CH:23]=2)[O:18]1)CC1C=CC=CC=1)C1C=CC=CC=1.[H][H]>C(O)(=O)C.[Pd]>[NH2:8][CH2:16][CH:17]1[CH2:26][CH:25]([C:27]2[CH:32]=[CH:31][CH:30]=[CH:29][CH:28]=2)[C:24]2[C:19](=[CH:20][CH:21]=[CH:22][CH:23]=2)[O:18]1. Reported procedure: 2-(N,N-dibenzylaminomethyl)-4-phenyl-3-chromene (2.2 g) was hydrogenated at 651b in -2 in glacial acetic acid in the presence of 5% palladium on carbon (15 mg) until no more hydrogen was taken up. After filtration and removal of solvent in vacuo the residue was treated with ethereal HBr and the resulting solid recrystallised from ethanol/ether to give the title compound as the hydrobromide salt (0.9 g), mp 243°-245° C.